Dataset: the Open Reaction Database (ORD), a public repository of structured organic reaction records. Task: describe an organic reaction: reactants, conditions, products, and yield Reactants: FC1=C(OCC(=O)OCC)C=CC(=C1NCC1=C(C(=CC=C1F)C1=CC(=CC=C1)F)C)F (ethyl 2-[2,4-difluoro-3-[[6-fluoro-3-(3-fluorophenyl)-2-methyl-phenyl]methylamino]phenoxy]acetate), [OH-].[Na+] (NaOH). Run in C1CCOC1 (THF), CO (MeOH). Run at time 3 hour. Product: FC1=C(OCC(=O)O)C=CC(=C1NCC1=C(C(=CC=C1F)C1=CC(=CC=C1)F)C)F (2-[2,4-Difluoro-3-[[6-fluoro-3-(3-fluorophenyl)-2-methyl-phenyl]methylamino]phenoxy]acetic acid). The yield is 67.5%. Reaction SMILES: [F:1][C:2]1[C:14]([NH:15][CH2:16][C:17]2[C:22]([F:23])=[CH:21][CH:20]=[C:19]([C:24]3[CH:29]=[CH:28][CH:27]=[C:26]([F:30])[CH:25]=3)[C:18]=2[CH3:31])=[C:13]([F:32])[CH:12]=[CH:11][C:3]=1[O:4][CH2:5][C:6]([O:8]CC)=[O:7].[OH-].[Na+]>C1COCC1.CO>[F:1][C:2]1[C:14]([NH:15][CH2:16][C:17]2[C:22]([F:23])=[CH:21][CH:20]=[C:19]([C:24]3[CH:29]=[CH:28][CH:27]=[C:26]([F:30])[CH:25]=3)[C:18]=2[CH3:31])=[C:13]([F:32])[CH:12]=[CH:11][C:3]=1[O:4][CH2:5][C:6]([OH:8])=[O:7] |f:1.2|. Procedure details: To a solution of ethyl 2-[2,4-difluoro-3-[[6-fluoro-3-(3-fluorophenyl)-2-methyl-phenyl]methylamino]phenoxy]acetate (240 mg, 0.53 mmol, 1.0 eq) in a mixture of THF (2 mL) and MeOH (2 mL) was added NaOH (2M aqueous solution, 2 mL, 4.0 mmol). The reaction mixture was stirred at room temperature for 3 h. The THF and MeOH were evaporated in vacuo and the pH of the aqueous phase adjusted to pH 3 by addition of diluted HCl. The solid that formed was collected by filtration, washed with water and dried ... Starting materials: COC(C(CN(C1CCC1)C1=NC(=NC=C1[N+](=O)[O-])Cl)C)=O ((rac)-3-[(2-chloro-5-nitro-pyrimidin-4-yl)-cyclobutyl-amino]-2-methyl-propanoic acid methyl ester). Reagents/catalysts: [Fe] (iron). Run in C(C)(=O)O (acetic acid). Yields the product ClC=1N=CC2=C(N(CC(C(N2)=O)C)C2CCC2)N1 ((rac)-2-chloro-9-cyclobutyl-7-methyl-5,7,8,9-tetrahydro-pyrimido[4,5-b][1,4]diazepin-6-one). The yield is 52.1%. RXN SMILES: C[O:2][C:3](=O)[CH:4]([CH3:21])[CH2:5][N:6]([C:11]1[C:16]([N+:17]([O-])=O)=[CH:15][N:14]=[C:13]([Cl:20])[N:12]=1)[CH:7]1[CH2:10][CH2:9][CH2:8]1>[Fe].C(O)(=O)C>[Cl:20][C:13]1[N:14]=[CH:15][C:16]2[NH:17][C:3](=[O:2])[CH:4]([CH3:21])[CH2:5][N:6]([CH:7]3[CH2:10][CH2:9][CH2:8]3)[C:11]=2[N:12]=1. Procedure: To a solution of 2.54 g (0.0077 mole) of (rac)-3-[(2-chloro-5-nitro-pyrimidin-4-yl)-cyclobutyl-amino]-2-methyl-propanoic acid methyl ester (IV-52) and 40 mL of acetic acid was added 2.5 g (0.0448 g-atom) of iron powder. The mixture was heated at 80 degrees for 3 hours, then filtered through Celite while still hot. The filter cake was washed with 100 mL of ethyl acetate. The filtrate was washed successively with 100 mL of water, 100 mL of 7.4 M ammonium hydroxide, 100 mL of water and 100 mL of br... Yields the product ClC1=CC=2N(C(=N1)C)C(N(N2)CC=2C=NC(=CC2)C(F)(F)F)=O (7-chloro-5-methyl-2-((6-(trifluoromethyl)pyridin-3-yl)methyl)-[1,2,4]triazolo[4,3-c]pyrimidin-3(2H)-one). Reactants: ClC1=NC(=NC(=C1)NN)C (4-chloro-6-hydrazinyl-2-methylpyrimidine), ClCC=1C=CC(=NC1)C(F)(F)F (5-(chloromethyl)-2-(trifluoromethyl)pyridine), ClC(Cl)(OC(OC(Cl)(Cl)Cl)=O)Cl (triphosgene), C(=O)([O-])[O-].[K+].[K+] (K2CO3). Solvent: C1CCOC1 (THF), O (water), C1CCOC1 (THF). Yield: 63.3%. Conditions: temperature 60 celsius, time 8 hour. RXN SMILES: ClC(Cl)(O[C:5](=[O:11])OC(Cl)(Cl)Cl)Cl.[Cl:13][C:14]1[CH:19]=[C:18]([NH:20][NH2:21])[N:17]=[C:16]([CH3:22])[N:15]=1.C([O-])([O-])=O.[K+].[K+].Cl[CH2:30][C:31]1[CH:32]=[CH:33][C:34]([C:37]([F:40])([F:39])[F:38])=[N:35][CH:36]=1>C1COCC1.O>[Cl:13][C:14]1[N:15]=[C:16]([CH3:22])[N:17]2[C:5](=[O:11])[N:21]([CH2:30][C:31]3[CH:36]=[N:35][C:34]([C:37]([F:40])([F:38])[F:39])=[CH:33][CH:32]=3)[N:20]=[C:18]2[CH:19]=1 |f:2.3.4|. Procedure details: To a stirred solution of triphosgene (2.86 g, 9.66 mmol) in THF (10 mL) at room temperature under argon was added a suspension of 4-chloro-6-hydrazinyl-2-methylpyrimidine (10.0 mmol) in THF (15 mL). The reaction mixture was stirred overnight. Analysis by HPLC/MS indicated that no starting material remained. Solvent was removed under reduced pressure. DMF (5 mL) was added to the residue, followed by K2CO3 (2.76 g, 20.0 mmol) and 5-(chloromethyl)-2-(trifluoromethyl)pyridine (2.34 g, 12.0 mmol). Th...